From a dataset of the Open Reaction Database (ORD), a public repository of structured organic reaction records. describe an organic reaction: reactants, conditions, products, and yield Starting materials: [Al+3], C1CCOC1, COC(=O)N(CCCc1ccccc1)C1CCC(c2ccc(O)cc2)CC1, [H-], [H-], [H-], [H-], [Li+]. The product is CN(CCCc1ccccc1)C1CCC(c2ccc(O)cc2)CC1. Reaction SMILES: [Al+3:29].[CH2:34]1[O:35][CH2:36][CH2:37][CH2:38]1.[CH3:1][O:2][C:3]([N:4]([CH2:5][CH2:6][CH2:7][c:8]1[cH:9][cH:10][cH:11][cH:12][cH:13]1)[CH:14]1[CH2:15][CH2:16][CH:17]([c:20]2[cH:21][cH:22][c:23]([OH:26])[cH:24][cH:25]2)[CH2:18][CH2:19]1)=[O:27].[H-:28].[H-:31].[H-:32].[H-:33].[Li+:30]>>[CH3:3][N:4]([CH2:5][CH2:6][CH2:7][c:8]1[cH:9][cH:10][cH:11][cH:12][cH:13]1)[CH:14]1[CH2:15][CH2:16][CH:17]([c:20]2[cH:21][cH:22][c:23]([OH:26])[cH:24][cH:25]2)[CH2:18][CH2:19]1. Reactants: C(C1=CC=CC=C1)OC(C1=CC(=CC=C1)NC(C(C(COC12CC3CC(CC(C1)C3)C2)=O)=NO)=O)=O (3-[4-(adamantan-1-yloxy)-2-hydroxyimino-3-oxo-butyrylamino]-benzoic acid benzyl ester), C(C)(=O)[O-].[NH4+] (ammonium acetate), C1(CCCCC1)C=O (cyclohexane carboxaldehyde). Solvent: C(C)(=O)O (acetic acid). Reaction conditions: temperature 80 celsius. Yields the product C(C1=CC=CC=C1)OC(C1=CC(=CC=C1)NC(=O)C=1N(C(=NC1COC12CC3CC(CC(C1)C3)C2)C2CCCCC2)O)=O (3-{[5-(Adamantan-1-yloxymethyl)-2-cyclohexyl-3-hydroxy-3H-imidazole-4-carbonyl]-amino}-benzoic Acid Benzyl Ester). The yield is 71.9%. As a reaction SMILES: [CH2:1]([O:8][C:9](=[O:36])[C:10]1[CH:15]=[CH:14][CH:13]=[C:12]([NH:16][C:17](=[O:35])[C:18](=[N:33][OH:34])[C:19](=O)[CH2:20][O:21][C:22]23[CH2:31][CH:26]4[CH2:27][CH:28]([CH2:30][CH:24]([CH2:25]4)[CH2:23]2)[CH2:29]3)[CH:11]=1)[C:2]1[CH:7]=[CH:6][CH:5]=[CH:4][CH:3]=1.C([O-])(=O)C.[NH4+:41].[CH:42]1([CH:48]=O)[CH2:47][CH2:46][CH2:45][CH2:44][CH2:43]1>C(O)(=O)C>[CH2:1]([O:8][C:9](=[O:36])[C:10]1[CH:15]=[CH:14][CH:13]=[C:12]([NH:16][C:17]([C:18]2[N:33]([OH:34])[C:48]([CH:42]3[CH2:47][CH2:46][CH2:45][CH2:44][CH2:43]3)=[N:41][C:19]=2[CH2:20][O:21][C:22]23[CH2:29][CH:28]4[CH2:27][CH:26]([CH2:25][CH:24]([CH2:30]4)[CH2:23]2)[CH2:31]3)=[O:35])[CH:11]=1)[C:2]1[CH:3]=[CH:4][CH:5]=[CH:6][CH:7]=1 |f:1.2|. Procedure details: A mixture of 3-[4-(adamantan-1-yloxy)-2-hydroxyimino-3-oxo-butyrylamino]-benzoic acid benzyl ester (1.16 g, 2.36 mmol), ammonium acetate (3.64 g, 47.2 mmol) and cyclohexane carboxaldehyde (0.38 ml, 3.14 mmol) in acetic acid (30 ml) was heated at 80° C. under argon for 2 h. The mixture was cooled to room temperature and concentrated to remove most of the acetic acid. The residue was dissolved in ethyl acetate (50 ml) and neutralised with sat. sodium bicarbonate. The aqueous phase was extracted wi... Reactants: ClC1=NC(=CC(=C1)C(F)(F)F)C#N (2-chloro-6-cyano-4-trifluoromethylpyridine), [F-].[K+] (potassium fluoride), [Cl-].[NH4+] (ammonium chloride). The solvent is CS(=O)C (dimethyl sulfoxide). Run at temperature 120 celsius, time 30 minute. Product: FC1=CC(=CC(=N1)C#N)C(F)(F)F (6-fluoro-4-trifluoromethylpyridine-2-carbonitrile). The yield is 84.5%. Reaction SMILES: Cl[C:2]1[CH:7]=[C:6]([C:8]([F:11])([F:10])[F:9])[CH:5]=[C:4]([C:12]#[N:13])[N:3]=1.[F-:14].[K+].[Cl-].[NH4+]>CS(C)=O>[F:14][C:2]1[N:3]=[C:4]([C:12]#[N:13])[CH:5]=[C:6]([C:8]([F:11])([F:10])[F:9])[CH:7]=1 |f:1.2,3.4|. Procedure details: To 9 ml of dimethyl sulfoxide were added 0.9 g of 2-chloro-6-cyano-4-trifluoromethylpyridine, and 0.76 g of potassium fluoride, and the mixture was stirred at 120° C. for 2 hours and 30 minutes. Thereafter, the reaction solution was allowed to cool to room temperature, and poured into an aqueous saturated ammonium chloride solution, followed by extraction with tert-butyl=methyl=ether three times. The organic layers were combined, washed with an aqueous saturated sodium chloride solution, dried w... The reactants are NC1=C(NC=C1)C(=O)OCC (3-amino-2-ethoxycarbonylpyrrole), FC=1C=CC2=C(NC(=N2)SC2=CC=C(O2)C=O)C1F (5-(6,7-difluoro-1H-benzimidazol-2-ylsulfanyl)-furan-2-carbaldehyde), C1(CC(CCC1)=O)=O (1,3-Cyclohexanedione). Solvent: C(CCC)O (n-butanol). Reaction conditions: time 20 minute. Yields the product C(C)OC(=O)C=1NC=C2C1NC=1CCCC(C1C2C=2OC(=CC2)SC2=NC1=C(N2)C(=C(C=C1)F)F)=O (9-[5-(6,7-difluoro-1H-benzimidazol-2-ylsulfanyl)-furan-2-yl]-8-oxo-4,5,6,7,8,9-hexahydro-2H-pyrrolo[3,4-b]quinoline-3-carboxylic acid ethyl ester). The yield is 25.9%. As a reaction SMILES: [NH2:1][C:2]1[CH:6]=[CH:5][NH:4][C:3]=1[C:7]([O:9][CH2:10][CH3:11])=[O:8].[F:12][C:13]1[CH:14]=[CH:15][C:16]2[N:20]=[C:19]([S:21][C:22]3[O:26][C:25]([CH:27]=O)=[CH:24][CH:23]=3)[NH:18][C:17]=2[C:29]=1[F:30].[C:31]1(=O)[CH2:36][CH2:35][CH2:34][C:33](=[O:37])[CH2:32]1>C(O)CCC>[CH2:10]([O:9][C:7]([C:3]1[NH:4][CH:5]=[C:6]2[CH:27]([C:25]3[O:26][C:22]([S:21][C:19]4[NH:18][C:17]5[C:29]([F:30])=[C:13]([F:12])[CH:14]=[CH:15][C:16]=5[N:20]=4)=[CH:23][CH:24]=3)[C:32]3[C:33](=[O:37])[CH2:34][CH2:35][CH2:36][C:31]=3[NH:1][C:2]=12)=[O:8])[CH3:11]. Procedure details: A suspension of 148.5 mg (0.96 mmol) of 3-amino-2-ethoxycarbonylpyrrole and 269.9 mg (0.96 mmol) of 5-(6,7-difluoro-1H-benzimidazol-2-ylsulfanyl)-furan-2-carbaldehyde (obtained from step 2) in 10 mL of n-butanol under argon is stirred at room temperature for 20 minutes. 1,3-Cyclohexanedione (108.0 mg, 0.96 mmol) is then added and the reaction mixture is heated at reflux temperature for 2 h. The mixture is then cooled to room temperature and concentrated under reduced pressure. The residue is tak... Reactants: CN(C1=C(C=C(C=C1C)C(CS(=O)(=O)C)=O)C)C (4'-(dimethylamino)-3',5'-dimethyl-2-(methylsulfonyl)-acetophenone), [BH4-].[Na+] (sodium borohydride), alcohol. Yields the product CN(C1=C(C=C(C(CS(=O)(=O)C)O)C=C1C)C)C (4-(dimethylamino)-3,5-dimethyl-α-[(methylsulfonyl)-methyl]-benzyl alcohol). As a reaction SMILES: [CH3:1][N:2]([CH3:18])[C:3]1[C:8]([CH3:9])=[CH:7][C:6]([C:10](=[O:16])[CH2:11][S:12]([CH3:15])(=[O:14])=[O:13])=[CH:5][C:4]=1[CH3:17].[BH4-].[Na+]>>[CH3:1][N:2]([CH3:18])[C:3]1[C:8]([CH3:9])=[CH:7][C:6]([CH:10]([OH:16])[CH2:11][S:12]([CH3:15])(=[O:13])=[O:14])=[CH:5][C:4]=1[CH3:17] |f:1.2|. Procedure details: A suspension of 12 g. of 4'-(dimethylamino)-3',5'-dimethyl-2-(methylsulfonyl)-acetophenone and 6.6 g. of sodium borohydride in 300 ml. of alcohol was stirred at room temperature for 20 hours, resulting in a solution. After the addition of 300 ml. of water, the alcohol was removed under vacuum. The crystals formed were removed by filtration with suction, washed with water and dried, whereby there was obtained 4-(dimethylamino)-3,5-dimethyl-α-[(methylsulfonyl)-methyl]-benzyl alcohol having a melti... Starting materials: BrBr (bromine), OC1=C(C(N(C2=NC=CC=C12)C1=CC(=CC=C1)OC)=O)CCCCO (4-Hydroxy--(4-hydroxybutyl)-1-(3-methoxyphenyl)(1,8)-naphthyridin-2(1H)-one), O (water), N12CCCCCC2=NCCC1 (1,8-diazabicyclo[5.4.0]undec-7-ene). Run in C(Cl)Cl (methylene chloride), C(Cl)Cl (methylene chloride), C(Cl)Cl (methylene chloride). Run at time 8 hour. The product is COC=1C=C(C=CC1)N1C(C2(OCCCC2)C(C2=CC=CN=C12)=O)=O (1-(3-methoxyphenyl)-3', 4',5', 6'-tetrahydrospiro[1,8-naphthyridine-3,2'-(2 H)pyran]-2, 4-dione). Reaction SMILES: [OH:1][C:2]1[C:11]2[C:6](=[N:7][CH:8]=[CH:9][CH:10]=2)[N:5]([C:12]2[CH:17]=[CH:16][CH:15]=[C:14]([O:18][CH3:19])[CH:13]=2)[C:4](=[O:20])[C:3]=1[CH2:21][CH2:22][CH2:23][CH2:24][OH:25].BrBr.N12CCCN=C1CCCCC2.O>C(Cl)Cl>[CH3:19][O:18][C:14]1[CH:13]=[C:12]([N:5]2[C:6]3[C:11](=[CH:10][CH:9]=[CH:8][N:7]=3)[C:2](=[O:1])[C:3]3([CH2:21][CH2:22][CH2:23][CH2:24][O:25]3)[C:4]2=[O:20])[CH:17]=[CH:16][CH:15]=1. Procedure details: To a suspension of 4-Hydroxy--(4-hydroxybutyl)-1-(3-methoxyphenyl)(1,8)-naphthyridin-2(1H)-one (1 g.)in methylene chloride (10 ml),in an ice-acetone bath was added a solution of bromine (0.5 g.) in methylene chloride (5 ml.) over a period of 15 min. The resulting yellow-orange suspension was stirred overnight at room temperature. To the resulting clear yellow solution was added a solution of 1,8-diazabicyclo[5.4.0]undec-7-ene (1 g.), in methylene chloride (5 ml.) during 5 mins. The mixture was s...